Task: describe an organic reaction: reactants, conditions, products, and yield. Dataset: the Open Reaction Database (ORD), a public repository of structured organic reaction records Starting materials: BrC=1SC=CC1CC(=O)OCC (ethyl 2-bromothiophene-3-acetate). The reagents and catalysts are Cl[Pd]([P](C1=CC=CC=C1)(C2=CC=CC=C2)C3=CC=CC=C3)([P](C4=CC=CC=C4)(C5=CC=CC=C5)C6=CC=CC=C6)Cl (dichlorobis-(triphenylphosphine)palladium). The solvent is C1CCOC1 (THF), C1CCOC1 (THF). Product: C(C)OC(CC1=C(SC=C1)C=1SC=CC1)=O (ethyl(2,2′-bithiophene)-3-acetate). Isolated yield 137.5%. Reaction SMILES: Br[C:2]1[S:3][CH:4]=[CH:5][C:6]=1[CH2:7][C:8]([O:10][CH2:11][CH3:12])=[O:9]>C1COCC1.Cl[Pd](Cl)([P](C1C=CC=CC=1)(C1C=CC=CC=1)C1C=CC=CC=1)[P](C1C=CC=CC=1)(C1C=CC=CC=1)C1C=CC=CC=1>[CH2:11]([O:10][C:8](=[O:9])[CH2:7][C:6]1[CH:5]=[CH:4][S:3][C:2]=1[C:2]1[S:3][CH:4]=[CH:5][CH:6]=1)[CH3:12] |^1:20,39|. Reported procedure: To a dried 250 ml three-neck round-bottom flask containing 50 ml of dry THF containing dichlorobis-(triphenylphosphine)palladium (1.20 g) was cannulated 8.5 grams (34 mmol) of ethyl 2-bromothiophene-3-acetate dissolved in 80 ml of dry THF. The mixture was refluxed for 24 hours. The solvent was removed under vacuum, and the residue was dissolved in CH2Cl2 (100 ml). The solution was washed with water (100 ml×3), and dried with MgSO4. The solvent was evaporated and the residue was purified by colum... Solvent: C1=CC=CC=C1 (benzene). Procedure details: 9.7 g of 4-amidinophenoxyacetic acid (M.p. 324° to 326° C) were suspended in 50 ml of anhydrous benzene, 29.7 of thionyl chloride were added and the whole was heated for 1 hour on the steam bath under reflux. After the reaction mixture had cooled, the solid product was filtered off with suction. 11.4 g of 4-amidinophenoxyacetyl chloride-hydrochloride melting at 142° - 143° C (with decomposition) were obtained. Reactants: C(N)(=N)C1=CC=C(OCC(=O)O)C=C1 (4-amidinophenoxyacetic acid), S(=O)(Cl)Cl (thionyl chloride). As a reaction SMILES: [C:1]([C:4]1[CH:14]=[CH:13][C:7]([O:8][CH2:9][C:10](O)=[O:11])=[CH:6][CH:5]=1)(=[NH:3])[NH2:2].S(Cl)([Cl:17])=O>C1C=CC=CC=1>[ClH:17].[C:1]([C:4]1[CH:14]=[CH:13][C:7]([O:8][CH2:9][C:10]([Cl:17])=[O:11])=[CH:6][CH:5]=1)(=[NH:3])[NH2:2] |f:3.4|. The product is Cl.C(N)(=N)C1=CC=C(OCC(=O)Cl)C=C1 (4-amidinophenoxyacetyl chloride-hydrochloride). Starting materials: CC#N, NS(=O)(=O)Cl, OCC1CCC(Oc2ncnc3[nH]c(-c4cccc5ccccc45)nc23)C1. Product: NS(=O)(=O)OCC1CCC(Oc2ncnc3[nH]c(-c4cccc5ccccc45)nc23)C1. RXN SMILES: [CH3:33][C:34]#[N:35].[Cl:28][S:29](=[O:30])(=[O:31])[NH2:32].[c:1]1(-[c:11]2[nH:12][c:13]3[n:14][cH:15][n:16][c:17]([O:20][CH:21]4[CH2:22][CH:23]([CH2:26][OH:27])[CH2:24][CH2:25]4)[c:18]3[n:19]2)[cH:2][cH:3][cH:4][c:5]2[cH:6][cH:7][cH:8][cH:9][c:10]12>>[c:1]1(-[c:11]2[nH:12][c:13]3[n:14][cH:15][n:16][c:17]([O:20][CH:21]4[CH2:22][CH:23]([CH2:26][O:27][S:29](=[O:30])(=[O:31])[NH2:32])[CH2:24][CH2:25]4)[c:18]3[n:19]2)[cH:2][cH:3][cH:4][c:5]2[cH:6][cH:7][cH:8][cH:9][c:10]12. Starting materials: NC(C1=CC=C(OCCCC2CCN(CC2)CCCOC2=CC=C(C(=NOC([C@H](CC3=CC=CC=C3)NC(=O)OC(C)(C)C)=O)N)C=C2)C=C1)=NOC([C@H](CC1=CC=CC=C1)NC(=O)OC(C)(C)C)=O (4-(3-{4-[3-(4-{amino[(2S)-2-(tert-butoxycarbonyl)amino-3-phenylpropionyloxyimino]methyl}phenoxy)propyl]-1-piperidinyl}propoxy)-N′-[(2S)-2-(tert-butoxycarbonyl)amino-3-phenylpropionyloxy]benzamidine), Cl.C(C)O (hydrogen chloride ethanol). Run in C(C)O (ethanol). Run at time 20 minute. Yields the product Cl.NC(C1=CC=C(OCCCC2CCN(CC2)CCCOC2=CC=C(C(=NOC([C@H](CC3=CC=CC=C3)N)=O)N)C=C2)C=C1)=NOC([C@H](CC1=CC=CC=C1)N)=O (4-{3-[4-(3-{4-[amino((2S)-2-amino-3-phenylpropionyloxyimino)methyl]phenoxy}propyl)-1-piperidinyl]propoxy}-N′-((2S)-2-amino-3-phenylpropionyloxy)benzamidine hydrochloride). Reaction SMILES: [NH2:1][C:2](=[N:51][O:52][C:53](=[O:70])[C@@H:54]([NH:62]C(OC(C)(C)C)=O)[CH2:55][C:56]1[CH:61]=[CH:60][CH:59]=[CH:58][CH:57]=1)[C:3]1[CH:50]=[CH:49][C:6]([O:7][CH2:8][CH2:9][CH2:10][CH:11]2[CH2:16][CH2:15][N:14]([CH2:17][CH2:18][CH2:19][O:20][C:21]3[CH:48]=[CH:47][C:24]([C:25]([NH2:46])=[N:26][O:27][C:28](=[O:45])[C@@H:29]([NH:37]C(OC(C)(C)C)=O)[CH2:30][C:31]4[CH:36]=[CH:35][CH:34]=[CH:33][CH:32]=4)=[CH:23][CH:22]=3)[CH2:13][CH2:12]2)=[CH:5][CH:4]=1.[ClH:71].C(O)C>C(O)C>[ClH:71].[NH2:1][C:2](=[N:51][O:52][C:53](=[O:70])[C@@H:54]([NH2:62])[CH2:55][C:56]1[CH:57]=[CH:58][CH:59]=[CH:60][CH:61]=1)[C:3]1[CH:50]=[CH:49][C:6]([O:7][CH2:8][CH2:9][CH2:10][CH:11]2[CH2:12][CH2:13][N:14]([CH2:17][CH2:18][CH2:19][O:20][C:21]3[CH:48]=[CH:47][C:24]([C:25]([NH2:46])=[N:26][O:27][C:28](=[O:45])[C@@H:29]([NH2:37])[CH2:30][C:31]4[CH:36]=[CH:35][CH:34]=[CH:33][CH:32]=4)=[CH:23][CH:22]=3)[CH2:15][CH2:16]2)=[CH:5][CH:4]=1 |f:1.2,4.5|. Procedure: To an ethanol (10 mL) suspension of 0.50 g of 4-(3-{4-[3-(4-{amino[(2S)-2-(tert-butoxycarbonyl)amino-3-phenylpropionyloxyimino]methyl}phenoxy)propyl]-1-piperidinyl}propoxy)-N′-[(2S)-2-(tert-butoxycarbonyl)amino-3-phenylpropionyloxy]benzamidine was added 5 mL of 2.9 mol/L hydrogen chloride/ethanol under cooling with ice, which was then stirred at the same temperature for 20 minutes, followed by allowing to stand at room. temperature for 26 hours. The solvent was distilled off under reduced pressu... Starting materials: N(=[N+]=[N-])CC1(COCOC1)CN=[N+]=[N-] (5,5-bis(azidomethyl)-1,3-dioxane). Reagents/catalysts: [Pd] (palladium on calcium carbonate). The solvent is C(C)O (ethanol). Reaction conditions: time 2 hour. Product: O1COCC(C1)(CN)CN (1,3-dioxane-5,5-dimethanamine). Isolated yield 98.0%. As a reaction SMILES: [N:1]([CH2:4][C:5]1([CH2:11][N:12]=[N+]=[N-])[CH2:10][O:9][CH2:8][O:7][CH2:6]1)=[N+]=[N-]>[Pd].C(O)C>[O:7]1[CH2:6][C:5]([CH2:11][NH2:12])([CH2:4][NH2:1])[CH2:10][O:9][CH2:8]1. Procedure details: A mixture of 1.95 g of 5,5-bis(azidomethyl)-1,3-dioxane, 0.5 g of 10% palladium on calcium carbonate and 40 ml of ethanol was reduced for 2 hours and then filtered. The filtrate was evaporated, giving 1.41 g of 1,3-dioxane-5,5-dimethanamine as an oil. The product is CN(C)C1(c2ccccc2)CCC(CNC(=O)NCCCc2ccccc2)CC1, Cl. Starting materials: CN(C)C1(c2ccccc2)CCC(CNC(=O)NCCCc2ccccc2)CC1, CCOCC, CC(C)=O, CCC(C)=O, C[Si](C)(C)Cl. As a reaction SMILES: [CH3:1][N:2]([C:3]1([c:23]2[cH:24][cH:25][cH:26][cH:27][cH:28]2)[CH2:4][CH2:5][CH:6]([CH2:9][NH:10][C:11](=[O:12])[NH:13][CH2:14][CH2:15][CH2:16][c:17]2[cH:18][cH:19][cH:20][cH:21][cH:22]2)[CH2:7][CH2:8]1)[CH3:29].[CH3:35][CH2:36][O:37][CH2:38][CH3:39].[CH3:40][C:41](=[O:42])[CH3:43].[CH3:44][C:45]([CH2:46][CH3:47])=[O:48].[Cl:30][Si:31]([CH3:32])([CH3:33])[CH3:34]>>[CH3:1][N:2]([C:3]1([c:23]2[cH:24][cH:25][cH:26][cH:27][cH:28]2)[CH2:4][CH2:5][CH:6]([CH2:9][NH:10][C:11](=[O:12])[NH:13][CH2:14][CH2:15][CH2:16][c:17]2[cH:18][cH:19][cH:20][cH:21][cH:22]2)[CH2:7][CH2:8]1)[CH3:29].[ClH:30]. Yields the product C(C)(C)(C)OC(=O)N[C@@H](C(=O)OCCCNC=1C=2N(C3=CC=C(C=C3N1)F)C=CN2)C (3-[(7-fluoroimidazo[1,2-a]quinoxalin-4-yl)amino]propyl (2R)-2-[(tert-butoxycarbonyl)amino]propanoate). Starting materials: FC=1C=C2N=C(C=3N(C2=CC1)C=CN3)NCCCO (3-[(7-fluoroimidazo[1,2-a]quinoxalin-4-yl)amino]propan-1-ol), N12CCCCCC2=NCCC1 (1,8-diazabicyclo[5.4.0]undec-7-ene), O=C1N(C(CC1)=O)OC([C@@H](C)NC(OC(C)(C)C)=O)=O (tert-butyl {(1R)-2-[(2,5-dioxopyrrolidin-1-yl)oxy]-1-methyl-2-oxoethyl}carbamate). Conditions: temperature 60 celsius, time 65 hour. Yield: 11.6%. Reported procedure: To a solution of commercially available (Peakdale) 3-[(7-fluoroimidazo[1,2-a]quinoxalin-4-yl)amino]propan-1-ol (20 mg, 0.08 mmol) and 1,8-diazabicyclo[5.4.0]undec-7-ene (12 μL, 0.08 mmol) in anhydrous dimethylformamide (600 μL) under argon was added dropwise a solution of tert-butyl {(1R)-2-[(2,5-dioxopyrrolidin-1-yl)oxy]-1-methyl-2-oxoethyl}carbamate (22 mg, 0.08 mmol) in anhydrous dimethylformamide (200 μL). The mixture was stirred at 60° C. for 65 h, then diluted with cold water and extracted... Solvent: CN(C=O)C (dimethylformamide), CN(C=O)C (dimethylformamide), O (water). RXN SMILES: [F:1][C:2]1[CH:3]=[C:4]2[C:9](=[CH:10][CH:11]=1)[N:8]1[CH:12]=[CH:13][N:14]=[C:7]1[C:6]([NH:15][CH2:16][CH2:17][CH2:18][OH:19])=[N:5]2.N12CCCN=C1CCCCC2.O=C1CCC(=O)N1[O:38][C:39](=O)[C@H:40]([NH:42][C:43](=[O:49])[O:44][C:45]([CH3:48])([CH3:47])[CH3:46])[CH3:41]>CN(C)C=O.O>[C:45]([O:44][C:43]([NH:42][C@H:40]([CH3:41])[C:39]([O:19][CH2:18][CH2:17][CH2:16][NH:15][C:6]1[C:7]2[N:8]([CH:12]=[CH:13][N:14]=2)[C:9]2[C:4]([N:5]=1)=[CH:3][C:2]([F:1])=[CH:11][CH:10]=2)=[O:38])=[O:49])([CH3:48])([CH3:47])[CH3:46]. Reactants: CC(C)=O, ClCCl, O=Cc1ccc(Cl)cc1F, [Na+], [OH-], O. Product: CC(=O)C=Cc1ccc(Cl)cc1F. Reaction SMILES: [CH3:16][C:17]([CH3:18])=[O:19].[Cl:13][CH2:14][Cl:15].[Cl:1][c:2]1[cH:3][c:4]([F:10])[c:5]([CH:6]=[O:7])[cH:8][cH:9]1.[Na+:12].[OH-:11].[OH2:20]>>[Cl:1][c:2]1[cH:3][c:4]([F:10])[c:5]([CH:6]=[CH:16][C:17]([CH3:18])=[O:19])[cH:8][cH:9]1.